Dataset: the Open Reaction Database (ORD), a public repository of structured organic reaction records. Task: describe an organic reaction: reactants, conditions, products, and yield Reactants: N(N)C1=C(C(=O)O)C=CC(=C1)OC (2-Hydrazino-4-methoxy-benzoic Acid), Cl (HCl). Yields the product COC1=CC=C2C(=NNC2=C1)O (6-Methoxy-1H-indazol-3-ol). The yield is 86.3%. The solvent is O (water). Procedure: A mixture of the product from Step A (10.5 g, 48 mmol), water (250 mL), and conc HCl (2.5 mL) was refluxed for 30 min. The volume of the reaction mixture was reduced by evaporation (ca 100 mL) and the pH adjusted to 7 by the slow addition of a saturated aqueous solution of sodium carbonate at room temperature. The solid that formed upon standing was collected and dried to give a gray solid (6.8 g): APCl/LCMS m/z 165 (M+H)+. RXN SMILES: [NH:1]([C:3]1[CH:11]=[C:10]([O:12][CH3:13])[CH:9]=[CH:8][C:4]=1[C:5](O)=[O:6])[NH2:2].Cl>O>[CH3:13][O:12][C:10]1[CH:11]=[C:3]2[C:4]([C:5]([OH:6])=[N:2][NH:1]2)=[CH:8][CH:9]=1. The reactants are CN(C)C=O, Nc1cc(Cl)ccc1[N+](=O)[O-], [Na+], O, O=S([O-])c1ccccc1. Product: Nc1cc(S(=O)(=O)c2ccccc2)ccc1[N+](=O)[O-]. Reaction SMILES: [CH3:22][N:23]([CH3:24])[CH:25]=[O:26].[NH2:1][c:2]1[c:3]([N+:9](=[O:10])[O-:11])[cH:4][cH:5][c:6]([Cl:8])[cH:7]1.[Na+:21].[OH2:27].[c:12]1([S:18](=[O:19])[O-:20])[cH:13][cH:14][cH:15][cH:16][cH:17]1>>[NH2:1][c:2]1[c:3]([N+:9](=[O:10])[O-:11])[cH:4][cH:5][c:6]([S:18]([c:12]2[cH:13][cH:14][cH:15][cH:16][cH:17]2)(=[O:19])=[O:20])[cH:7]1. Reactants: CC(C)(C)OC(=O)c1ccc(CCO)c(N)c1, C1CCOC1, ClCCl, O=C(Cl)OC(Cl)(Cl)Cl. The product is CC(C)(C)OC(=O)c1ccc2c(c1)NC(=O)OCC2. Reaction SMILES: [C:1]([CH3:2])([CH3:3])([CH3:4])[O:5][C:6]([c:7]1[cH:8][c:9]([NH2:16])[c:10]([CH2:13][CH2:14][OH:15])[cH:11][cH:12]1)=[O:17].[CH2:26]1[O:27][CH2:28][CH2:29][CH2:30]1.[Cl:31][CH2:32][Cl:33].[O:18]=[C:19]([Cl:20])[O:21][C:22]([Cl:23])([Cl:24])[Cl:25]>>[C:1]([CH3:2])([CH3:3])([CH3:4])[O:5][C:6]([c:7]1[cH:8][c:9]2[c:10]([cH:11][cH:12]1)[CH2:13][CH2:14][O:15][C:19](=[O:18])[NH:16]2)=[O:17]. Procedure details: 1.6 g of m-nitrobenzaldehyde, 3.7 g of 3-[4-(tert-butyloxycarbonyl)-1-piperazinyl]-2,2-dimethylpropyl acetoacetate, and 1.3 g of methyl 3-aminocrotonate were dissolved in 10 ml of isopropanol, and the solution was subjected to heating reflux for 12 hours. Then, the solvent was concentrated under reduced pressure. Diethyl ether was added to the residue to give 2.7 g of a colorless powdery crystal (yield: 44%). The IR and NMR data of the compound thus obtained are as follows: ##STR14## Yields the product CC=1NC(=C(C(C1C(=O)OCC(CN1CCN(CC1)C(=O)OC(C)(C)C)(C)C)C1=CC(=CC=C1)[N+](=O)[O-])C(=O)OC)C (3-[4-(tert-butyloxycarbonyl)-1-piperazinyl]-2,2-dimethylpropyl methyl 2,6-dimethyl-4-(m-nitrophenyl)-1,4-dihydropyridine-3,5-dicarboxylate). As a reaction SMILES: [N+:1]([C:4]1[CH:5]=[C:6]([CH:9]=[CH:10][CH:11]=1)[CH:7]=O)([O-:3])=[O:2].[C:12]([O:18][CH2:19][C:20]([CH3:36])([CH3:35])[CH2:21][N:22]1[CH2:27][CH2:26][N:25]([C:28]([O:30][C:31]([CH3:34])([CH3:33])[CH3:32])=[O:29])[CH2:24][CH2:23]1)(=[O:17])[CH2:13][C:14]([CH3:16])=O.[NH2:37]/[C:38](/[CH3:44])=[CH:39]\[C:40]([O:42][CH3:43])=[O:41]>C(O)(C)C>[CH3:16][C:14]1[NH:37][C:38]([CH3:44])=[C:39]([C:40]([O:42][CH3:43])=[O:41])[CH:7]([C:6]2[CH:9]=[CH:10][CH:11]=[C:4]([N+:1]([O-:3])=[O:2])[CH:5]=2)[C:13]=1[C:12]([O:18][CH2:19][C:20]([CH3:35])([CH3:36])[CH2:21][N:22]1[CH2:27][CH2:26][N:25]([C:28]([O:30][C:31]([CH3:34])([CH3:32])[CH3:33])=[O:29])[CH2:24][CH2:23]1)=[O:17]. Isolated yield 44.3%. Reactants: [N+](=O)([O-])C=1C=C(C=O)C=CC1 (m-nitrobenzaldehyde), C(CC(=O)C)(=O)OCC(CN1CCN(CC1)C(=O)OC(C)(C)C)(C)C (3-[4-(tert-butyloxycarbonyl)-1-piperazinyl]-2,2-dimethylpropyl acetoacetate), N\C(=C/C(=O)OC)\C (methyl 3-aminocrotonate). Run in C(C)(C)O (isopropanol). Reactants: O1C(OCC1)C=1C=C(OCCCN)C=CC1 (3-[3-(1,3-dioxolan-2-yl)phenoxy]propylamine), NC1=C(C(C1=O)=O)OCCCC (1-amino-2-butoxy-1-cyclobutene-3,4-dione). Solvent: CO (methanol). Reaction conditions: time 21 hour. Product: NC1=C(C(C1=O)=O)NCCCOC1=CC(=CC=C1)C1OCCO1 (1-Amino-2-{3-[3-(1,3-dioxolan-2-yl)phenoxy]propylamino}-1-cyclobutene-3,4-dione). The yield is 99.5%. Reaction SMILES: [O:1]1[CH2:5][CH2:4][O:3][CH:2]1[C:6]1[CH:7]=[C:8]([CH:14]=[CH:15][CH:16]=1)[O:9][CH2:10][CH2:11][CH2:12][NH2:13].[NH2:17][C:18]1[C:21](=[O:22])[C:20](=[O:23])[C:19]=1OCCCC>CO>[NH2:17][C:18]1[C:21](=[O:22])[C:20](=[O:23])[C:19]=1[NH:13][CH2:12][CH2:11][CH2:10][O:9][C:8]1[CH:14]=[CH:15][CH:16]=[C:6]([CH:2]2[O:3][CH2:4][CH2:5][O:1]2)[CH:7]=1. Reported procedure: A solution of 3-[3-(1,3-dioxolan-2-yl)phenoxy]propylamine (12.62 g, 56.5 mmole) and 1-amino-2-butoxy-1-cyclobutene-3,4-dione (10.0 g, 56.5 mmole) in 250 mL of methanol was stirred at ambient temperature. After 21 hours, the thick reaction mixture was filtered and the filter cake was washed with cold methanol. The collected solid was dried in vacuo to give 17.9 g of the title compound. Reaction conditions: temperature 60 celsius, time 19 hour. The yield is 98.0%. The reactants are C([O-])([O-])=O.[Na+].[Na+] (sodium carbonate), C(C1=CC=CC=C1)N1C[C@@H]([C@@H](C1)C1=CC=C(C=C1)Cl)C(=O)O ((3R,4R)-1-benzyl-4-(4-chloro-phenyl)-pyrrolidine-3-carboxylic acid), C(C)(C)(C)OC (tert-butylmethylether), S(O)(O)(=O)=O (sulfuric acid). Product: COC(=O)[C@H]1CN(C[C@H]1C1=CC=C(C=C1)Cl)CC1=CC=CC=C1 ((3R,4R)-1-Benzyl-4-(4-chloro-phenyl)-pyrrolidine-3-carboxylic acid methyl ester). Reported procedure: To a white suspension of (3R,4R)-1-benzyl-4-(4-chloro-phenyl)-pyrrolidine-3-carboxylic acid (72.31 g, 229 mmol) in methanol (725 mL) was added slowly sulfuric acid (25.8 ml, 457.9 mmol). The resulting dark brown solution was stirred for 19 h at 60° C. After cooling to 0° C., tert-butylmethylether (1.6 L) was added and the solution was set to pH=9 with aqueous sodium carbonate (1M, 480 mL). The aqueous layer was separated and extracted with further tert-butylmethylether (410 mL). The organic laye... RXN SMILES: [CH2:1]([N:8]1[CH2:12][C@@H:11]([C:13]2[CH:18]=[CH:17][C:16]([Cl:19])=[CH:15][CH:14]=2)[C@@H:10]([C:20]([OH:22])=[O:21])[CH2:9]1)[C:2]1[CH:7]=[CH:6][CH:5]=[CH:4][CH:3]=1.S(=O)(=O)(O)O.[C:28](OC)(C)(C)C.C(=O)([O-])[O-].[Na+].[Na+]>CO>[CH3:28][O:21][C:20]([C@@H:10]1[C@H:11]([C:13]2[CH:14]=[CH:15][C:16]([Cl:19])=[CH:17][CH:18]=2)[CH2:12][N:8]([CH2:1][C:2]2[CH:3]=[CH:4][CH:5]=[CH:6][CH:7]=2)[CH2:9]1)=[O:22] |f:3.4.5|. The solvent is CO (methanol).